This data is from the Open Reaction Database (ORD), a public repository of structured organic reaction records. The task is: describe an organic reaction: reactants, conditions, products, and yield The reactants are CN(C1=NC(=CC=C1)N)C1CCN(CC1)C (N-methyl-N-(1-methyl-piperidin-4-yl)-pyridine-2,6-diamine), O1C(=CC=C1)C(=O)Cl (2-furoyl chloride). The solvent is N1=CC=CC=C1 (pyridine). Yields the product Cl.CN(C1=CC=CC(=N1)NC(=O)C=1OC=CC1)C1CCN(CC1)C (Furan-2-carboxylic acid (6-(methyl-(1-methyl-piperidin-4-yl)-amino)-pyridin-2-yl)-amide hydrochloride). The yield is 87.2%. As a reaction SMILES: [CH3:1][N:2]([CH:10]1[CH2:15][CH2:14][N:13]([CH3:16])[CH2:12][CH2:11]1)[C:3]1[CH:8]=[CH:7][CH:6]=[C:5]([NH2:9])[N:4]=1.[O:17]1[CH:21]=[CH:20][CH:19]=[C:18]1[C:22]([Cl:24])=[O:23]>N1C=CC=CC=1>[ClH:24].[CH3:1][N:2]([CH:10]1[CH2:15][CH2:14][N:13]([CH3:16])[CH2:12][CH2:11]1)[C:3]1[N:4]=[C:5]([NH:9][C:22]([C:18]2[O:17][CH:21]=[CH:20][CH:19]=2)=[O:23])[CH:6]=[CH:7][CH:8]=1 |f:3.4|. Procedure: Prepare according to procedure in Example 69 starting with N-methyl-N-(1-methyl-piperidin-4-yl)-pyridine-2,6-diamine (Preparation 34, 175 mg, 0.794 mmol), 2-furoyl chloride (117 μL, 1.19 mmol), and pyridine (15 mL) to yield 243 mg (87%) of the title compound: mass spectrum (ion spray): m/z=315.1 (M+1); Analysis calc'd for C17H23N4O2Cl.0.2H2O: C, 57.60; H, 6.65; N, 15.81. Found: C, 57.31; H, 6.72; N, 15.81. mp 116–9° C. Starting materials: [BH4-], C1CCCCC1, CC(C)COC(=O)C(C)OC(C)OCC(C)C, CO, CCOC(C)=O, [Na+], O. Product: CC(C)COC(C)OC(C)CO. As a reaction SMILES: [BH4-:1].[CH2:23]1[CH2:24][CH2:25][CH2:26][CH2:27][CH2:28]1.[CH2:3]([CH:4]([CH3:5])[CH3:6])[O:7][CH:8]([CH3:9])[O:10][CH:11]([C:12](=[O:13])[O:14][CH2:15][CH:16]([CH3:17])[CH3:18])[CH3:19].[CH3:20][OH:21].[CH3:29][CH2:30][O:31][C:32](=[O:33])[CH3:34].[Na+:2].[OH2:22]>>[CH2:3]([CH:4]([CH3:5])[CH3:6])[O:7][CH:8]([CH3:9])[O:10][CH:11]([CH2:12][OH:13])[CH3:19].